Dataset: the Open Reaction Database (ORD), a public repository of structured organic reaction records. Task: describe an organic reaction: reactants, conditions, products, and yield Starting materials: Brc1ccc2[nH]ccc2c1, [Li]C(C)(C)C, CCOCC, CN(C)C=O, Cl, [KH]. Product: O=Cc1ccc2[nH]ccc2c1. Reaction SMILES: [Br:1][c:2]1[cH:3][c:4]2[cH:5][cH:6][nH:7][c:8]2[cH:9][cH:10]1.[C:12]([Li:13])([CH3:14])([CH3:15])[CH3:16].[CH3:18][CH2:19][O:20][CH2:21][CH3:22].[CH3:23][N:24]([CH3:25])[CH:26]=[O:27].[ClH:17].[KH:11]>>[c:2]1([CH:19]=[O:20])[cH:3][c:4]2[cH:5][cH:6][nH:7][c:8]2[cH:9][cH:10]1. The reactants are BrC(Br)(Br)Br, OCc1ccc(-c2noc(-c3ccc(C4CCCCC4)cc3)n2)o1, CCN(C(C)C)C(C)C, Cl, CCOC(=O)C1CNC1, c1ccc(P(c2ccccc2)c2ccccc2)cc1. The product is CCOC(=O)C1CN(Cc2ccc(-c3noc(-c4ccc(C5CCCCC5)cc4)n3)o2)C1. As a reaction SMILES: [C:25]([Br:26])([Br:27])([Br:28])[Br:29].[CH:1]1([c:7]2[cH:8][cH:9][c:10](-[c:13]3[n:14][c:15](-[c:18]4[cH:19][cH:20][c:21]([CH2:23][OH:24])[o:22]4)[n:16][o:17]3)[cH:11][cH:12]2)[CH2:2][CH2:3][CH2:4][CH2:5][CH2:6]1.[CH:59]([N:60]([CH2:61][CH3:62])[CH:63]([CH3:64])[CH3:65])([CH3:66])[CH3:67].[ClH:49].[NH:50]1[CH2:51][CH:52]([C:54](=[O:55])[O:56][CH2:57][CH3:58])[CH2:53]1.[c:30]1([P:31]([c:32]2[cH:33][cH:34][cH:35][cH:36][cH:37]2)[c:38]2[cH:39][cH:40][cH:41][cH:42][cH:43]2)[cH:44][cH:45][cH:46][cH:47][cH:48]1>>[CH:1]1([c:7]2[cH:8][cH:9][c:10](-[c:13]3[n:14][c:15](-[c:18]4[cH:19][cH:20][c:21]([CH2:23][N:50]5[CH2:51][CH:52]([C:54](=[O:55])[O:56][CH2:57][CH3:58])[CH2:53]5)[o:22]4)[n:16][o:17]3)[cH:11][cH:12]2)[CH2:2][CH2:3][CH2:4][CH2:5][CH2:6]1.